describe an organic reaction: reactants, conditions, products, and yield From a dataset of the Open Reaction Database (ORD), a public repository of structured organic reaction records. The reactants are O[C@H](CC(=O)O)C1=CC=CC=C1 ((R)-3-hydroxy-3-phenylpropionic acid), ClC1=CC=C(C=C1)N1CCNCC1 (4-chloro phenylpiperazine), [OH-].[NH4+] (ammonium hydroxide), product, C(CCl)Cl (EDC), C=1C=CC2=C(C1)N=NN2O (HOBt), 1,1′-carbodiimidazole. Run in solvent, O1CCCC1 (tetrahydrofuran), O (water), O1CCCC1 (tetrahydrofuran). Conditions: temperature 25 celsius, time 5 hour. Product: ClC1=CC=C(C=C1)N1CCN(CC1)C(C[C@H](C1=CC=CC=C1)OC(N)=O)=O ((R)-carbamic acid 3-[4-(4-chloro-phenyl)-piperazin-1-yl]-3-oxo-1-phenyl-propyl ester). RXN SMILES: [OH:1][C@@H:2]([C:7]1[CH:12]=[CH:11][CH:10]=[CH:9][CH:8]=1)[CH2:3][C:4]([OH:6])=O.[Cl:13][C:14]1[CH:19]=[CH:18][C:17]([N:20]2[CH2:25][CH2:24][NH:23][CH2:22][CH2:21]2)=[CH:16][CH:15]=1.C(Cl)CCl.C1C=C[C:33]2[N:38](O)N=NC=2C=1.[OH-:40].[NH4+]>O1CCCC1.O>[Cl:13][C:14]1[CH:15]=[CH:16][C:17]([N:20]2[CH2:25][CH2:24][N:23]([C:4](=[O:6])[CH2:3][C@@H:2]([O:1][C:33](=[O:40])[NH2:38])[C:7]3[CH:12]=[CH:11][CH:10]=[CH:9][CH:8]=3)[CH2:22][CH2:21]2)=[CH:18][CH:19]=1 |f:4.5|. Procedure: (R)-3-hydroxy-3-phenylpropionic acid (1.0 g, 6.0 mmole) and 4-chloro phenylpiperazine (1.18 g, 6.0 mmole) were dissolved in 50 mL of solvent ‘tetrahydrofuran at a room temperature, and EDC (1.24 g, 6.0 mmole) and HOBt (0.81 g, 6 mmole) were added dropwise to the mixture. Then, the resulting mixture was stirred at 25° C. for 5 hours. The mixture was distilled under a reduced pressure to remove excessive solvents, and the solvent-free mixture was neutralized with 1 normal aqueous sodium chloride s...